From a dataset of the Open Reaction Database (ORD), a public repository of structured organic reaction records. describe an organic reaction: reactants, conditions, products, and yield Starting materials: O1CCOC12CCC(CC2)=O (1,4-dioxaspiro[4.5]decan-8-one), CC(C)([O-])C.[K+] (potassium tert-butoxide). Reagents/catalysts: [Br-].C[P+](C1=CC=CC=C1)(C1=CC=CC=C1)C1=CC=CC=C1 (methyl triphenylphosphonium bromide). The solvent is O1CCOCC1 (1,4-dioxane), O1CCOCC1 (1,4-dioxane). Run at temperature 0 celsius. Yields the product C=C1CCC2(OCCO2)CC1 (8-methylene-1,4-dioxaspiro[4.5]decane). The yield is 141.9%. Reaction SMILES: [CH3:1]C(C)([O-])C.[K+].[O:7]1[C:11]2([CH2:16][CH2:15][C:14](=O)[CH2:13][CH2:12]2)[O:10][CH2:9][CH2:8]1>[Br-].C[P+](C1C=CC=CC=1)(C1C=CC=CC=1)C1C=CC=CC=1.O1CCOCC1>[CH2:1]=[C:14]1[CH2:15][CH2:16][C:11]2([O:10][CH2:9][CH2:8][O:7]2)[CH2:12][CH2:13]1 |f:0.1,3.4|. Procedure details: To a solution of methyl triphenylphosphonium bromide (13.7 g, 38 mmol) in 1,4-dioxane (60 mL) was added potassium tert-butoxide (4.3 g, 38 mmol). The resulting yellow mixture was cooled to 0° C. in an ice-water bath and 1,4-dioxaspiro[4.5]decan-8-one (5 g, 32 mmol) was added slowly over 15 min as a solution in 1,4-dioxane (15 mL) via dropping funnel. The reaction was let stir and warm to rt over 1 h. The resulting brown-yellow reaction mixture was partitioned between methyl tert-butyl ether and ... Reactants: CS(=O)(=O)N (methanesulfonamide), S(=O)(Cl)Cl (thionyl chloride), [H-].[Na+] (sodium hydride), BrCCCCCCCCCCCCCCCCNC1=CC=C(C(=O)O)C=C1 (4-(16-bromohexadecylamino)benzoic acid). Solvent: C(OC)COC (dimethoxyethane), O (water), CC(=O)N(C)C (dimethyacetamide), CC(=O)N(C)C (dimethylacetamide), C(Cl)Cl (methylene chloride). The product is BrCCCCCCCCCCCCCCCCNC1=CC=C(C(=O)NS(=O)(=O)C)C=C1 (4-(16-bromohexadecylamino)-N-(methylsulfonyl)benzamide). As a reaction SMILES: [CH3:1][S:2]([NH2:5])(=[O:4])=[O:3].[H-].[Na+].[Br:8][CH2:9][CH2:10][CH2:11][CH2:12][CH2:13][CH2:14][CH2:15][CH2:16][CH2:17][CH2:18][CH2:19][CH2:20][CH2:21][CH2:22][CH2:23][CH2:24][NH:25][C:26]1[CH:34]=[CH:33][C:29]([C:30](O)=[O:31])=[CH:28][CH:27]=1.S(Cl)(Cl)=O>C(COC)OC.C(Cl)Cl.CC(N(C)C)=O.O>[Br:8][CH2:9][CH2:10][CH2:11][CH2:12][CH2:13][CH2:14][CH2:15][CH2:16][CH2:17][CH2:18][CH2:19][CH2:20][CH2:21][CH2:22][CH2:23][CH2:24][NH:25][C:26]1[CH:27]=[CH:28][C:29]([C:30]([NH:5][S:2]([CH3:1])(=[O:4])=[O:3])=[O:31])=[CH:33][CH:34]=1 |f:1.2|. Procedure details: A solution of 19.0 g. of methanesulfonamide in 150 ml. of dry dimethyacetamide is added dropwise over 15 minutes to a stirred and cooled (water bath) suspension of 5.5 g. of sodium hydride in 100 ml. of dry dimethylacetamide. The mixture is then stirred and heated at 60°-80° C. for 2 hours. In the meantime, a mixture of 36.2 g. of 4-(16-bromohexadecylamino)benzoic acid in 1200 ml. of methylene chloride, 300 ml. of dimethoxyethane, and 40 ml. of thionyl chloride is refluxed for 1 hour and 15 minu... Reactants: C1CCOC1, [Li]C(C)CC, CC(C)[Si](C(C)C)(C(C)C)n1ccc2c(Cl)ccnc21, Cc1ccc(S(=O)(=O)N=[N+]=[N-])cc1. Product: CC(C)[Si](C(C)C)(C(C)C)n1ccc2c(Cl)c(N=[N+]=[N-])cnc21. RXN SMILES: [CH2:39]1[O:40][CH2:41][CH2:42][CH2:43]1.[CH:21]([Li:22])([CH2:23][CH3:24])[CH3:25].[Cl:1][c:2]1[c:3]2[c:4]([n:5][cH:6][cH:7]1)[n:8]([Si:11]([CH:12]([CH3:13])[CH3:14])([CH:15]([CH3:16])[CH3:17])[CH:18]([CH3:19])[CH3:20])[cH:9][cH:10]2.[S:26]([c:27]1[cH:28][cH:29][c:30]([CH3:31])[cH:32][cH:33]1)(=[O:34])(=[O:35])[N:36]=[N+:37]=[N-:38]>>[Cl:1][c:2]1[c:3]2[c:4]([n:5][cH:6][c:7]1[N:36]=[N+:37]=[N-:38])[n:8]([Si:11]([CH:12]([CH3:13])[CH3:14])([CH:15]([CH3:16])[CH3:17])[CH:18]([CH3:19])[CH3:20])[cH:9][cH:10]2. Reactants: CC(C)O, Cc1nc(Cl)sc1S(=O)(=O)Cl, [NH4+], [OH-]. The product is Cc1nc(Cl)sc1S(N)(=O)=O. As a reaction SMILES: [CH:14]([OH:15])([CH3:16])[CH3:17].[Cl:1][c:2]1[s:3][c:4]([S:8](=[O:9])(=[O:10])[Cl:11])[c:5]([CH3:7])[n:6]1.[NH4+:12].[OH-:13]>>[Cl:1][c:2]1[s:3][c:4]([S:8](=[O:9])(=[O:10])[NH2:12])[c:5]([CH3:7])[n:6]1. Reactants: O=C(C=1C=CC=CC1)N(CCCC)CCCC. Reagents/catalysts: O1B(OC(C)(C)C1(C)C)B2OC(C)(C)C(O2)(C)C, O=C1C=CC=2C=CC=C(C3=CN=C(C=C3)C=4N=CC=CC4)C2N1, [K].OC(C)(C)C, C[OH2+].C[OH2+].C1CC=CCCC=C1.C1CC=CCCC=C1.[Ir].[Ir]. Solvent: O1CCCC1. Run at temperature 80 celsius, time 12 hour. Yields the product O=C(C=1C=CC=C(C1)B2OC(C)(C)C(O2)(C)C)N(CCCC)CCCC. Yield: 69.0%. Reported procedure: In an argon filled glove box, a 5.0 mL wheaton microreactor was charged with [Ir(cod)(OMe)]2 (1.98 mg, 1.5 mol%), L1 ligand (2.1 mg, 3.5 mol%), B2pin2 (50.8 mg, 1.0 equiv.), KOtBu (1.0 mg, 4.5 mol%) and dry THF (1.0 mL). The reaction mixture was stirred for 2 minutes at room temperature. To this mixture, N,N-dibutylbenzamide (46.7 mg, 0.2 mmol) was added. The microreactor was capped with a teflon pressure cap and placed into pre-heated aluminum block at 80 oC. The reaction mixture was stirred fo...